From a dataset of the Open Reaction Database (ORD), a public repository of structured organic reaction records. describe an organic reaction: reactants, conditions, products, and yield Reagents/catalysts: C1=CC=C(C=C1)P([C-]2C=CC=C2)C3=CC=CC=C3.C1=CC=C(C=C1)P([C-]2C=CC=C2)C3=CC=CC=C3.Cl[Pd]Cl.[Fe+2].C(Cl)Cl (PdCl2(dppf) CH2Cl2). Procedure: To the reaction mixture above (481B) was added 4-(2-chloro-4-(4,4,5,5-tetramethyl-1,3,2-dioxaborolan-2-yl)benzyl)morpholine 477B (0.098 g, 0.289 mmol) and additional PdCl2(dppf)-CH2Cl2 adduct (0.020 g, 0.024 mmol). The mixture was heated in microwave at 105° C. for 1 hr. The mixture was filtered and then purified using preparative HPLC to give titled product. MS (ESI) m/z 495.19 (M−H)−. Starting materials: BrC=1C=C(C=2NC3=CC(=CC=C3C2C1)C=1C=NC=CC1)C(=O)N (3-bromo-7-(pyridin-3-yl)-9H-carbazole-1-carboxamide), ClC1=C(CN2CCOCC2)C=CC(=C1)B1OC(C(O1)(C)C)(C)C (4-(2-chloro-4-(4,4,5,5-tetramethyl-1,3,2-dioxaborolan-2-yl)benzyl)morpholine). Product: ClC=1C=C(C=CC1CN1CCOCC1)C=1C=C(C=2NC3=CC(=CC=C3C2C1)C=1C=NC=CC1)C(=O)N (3-(3-chloro-4-(morpholinomethyl)phenyl)-7-(pyridin-3-yl)-9H-carbazole-1-carboxamide). Reaction conditions: temperature 105 celsius. Reaction SMILES: Br[C:2]1[CH:3]=[C:4]([C:21]([NH2:23])=[O:22])[C:5]2[NH:6][C:7]3[C:12]([C:13]=2[CH:14]=1)=[CH:11][CH:10]=[C:9]([C:15]1[CH:16]=[N:17][CH:18]=[CH:19][CH:20]=1)[CH:8]=3.[Cl:24][C:25]1[CH:37]=[C:36](B2OC(C)(C)C(C)(C)O2)[CH:35]=[CH:34][C:26]=1[CH2:27][N:28]1[CH2:33][CH2:32][O:31][CH2:30][CH2:29]1>C1C=CC(P(C2C=CC=CC=2)[C-]2C=CC=C2)=CC=1.C1C=CC(P(C2C=CC=CC=2)[C-]2C=CC=C2)=CC=1.Cl[Pd]Cl.[Fe+2].C(Cl)Cl>[Cl:24][C:25]1[CH:37]=[C:36]([C:2]2[CH:3]=[C:4]([C:21]([NH2:23])=[O:22])[C:5]3[NH:6][C:7]4[C:12]([C:13]=3[CH:14]=2)=[CH:11][CH:10]=[C:9]([C:15]2[CH:16]=[N:17][CH:18]=[CH:19][CH:20]=2)[CH:8]=4)[CH:35]=[CH:34][C:26]=1[CH2:27][N:28]1[CH2:29][CH2:30][O:31][CH2:32][CH2:33]1 |f:2.3.4.5.6|. The reactants are CC1CC(NN=C1C1=C(C=CC=C1)OCC(CNC(C)(C)C)O)=O (5-Methyl-6-[2-(3-t-butylamino-2-hydroxypropoxy)phenyl]-4,5-dihydro-3[2H]-pyridazinone), [N+](=O)([O-])C=1C=C(C=CC1)S(=O)(=O)[O-].[Na+] (sodium 3-nitrobenzene sulphonate), Cl (hydrochloric acid). Run in O (water), [OH-].[Na+] (sodium hydroxide). Product: CC1=CC(NN=C1C1=C(C=CC=C1)OCC(CNC(C)(C)C)O)=O (5-Methyl-6-[2-(3-t-butylamino-2-hydroxypropoxy)phenyl]-3[2H]-pyridazinone). The yield is 31.0%. RXN SMILES: [CH3:1][CH:2]1[C:7]([C:8]2[CH:13]=[CH:12][CH:11]=[CH:10][C:9]=2[O:14][CH2:15][CH:16]([OH:23])[CH2:17][NH:18][C:19]([CH3:22])([CH3:21])[CH3:20])=[N:6][NH:5][C:4](=[O:24])[CH2:3]1.[N+](C1C=C(S([O-])(=O)=O)C=CC=1)([O-])=O.[Na+].Cl>[OH-].[Na+].O>[CH3:1][C:2]1[C:7]([C:8]2[CH:13]=[CH:12][CH:11]=[CH:10][C:9]=2[O:14][CH2:15][CH:16]([OH:23])[CH2:17][NH:18][C:19]([CH3:21])([CH3:20])[CH3:22])=[N:6][NH:5][C:4](=[O:24])[CH:3]=1 |f:1.2,4.5|. Reported procedure: 5-Methyl-6-[2-(3-t-butylamino-2-hydroxypropoxy)phenyl]-4,5-dihydro-3[2H]-pyridazinone (preparable from British Patent Specification No. 1488330) (1.3 g) and sodium 3-nitrobenzene sulphonate (0.88 g) were mixed in aqueous sodium hydroxide (0.38 g in 50 ml) and stirred under reflux for 3 hours. The reaction mixture was cooled, neutralised with hydrochloric acid and evaporated under reduced pressure to afford a residue. This was dissolved in water, on standing a solid precipitated which was filtere... Starting materials: CCCC[Sn](Cl)(Cl)CCCC, C1CCOC1, COc1cc(C=O)cc(OC)c1OC, COC(=O)c1ccc2c(c1)CCN2, [SiH3]c1ccccc1. The product is COC(=O)c1ccc2c(c1)CCN2Cc1cc(OC)c(OC)c(OC)c1. RXN SMILES: [CH2:28]([Sn:29]([Cl:30])([Cl:31])[CH2:32][CH2:33][CH2:34][CH3:35])[CH2:36][CH2:37][CH3:38].[CH2:46]1[O:47][CH2:48][CH2:49][CH2:50]1.[CH3:14][O:15][c:16]1[cH:17][c:18]([CH:19]=[O:20])[cH:21][c:22]([O:26][CH3:27])[c:23]1[O:24][CH3:25].[NH:1]1[CH2:2][CH2:3][c:4]2[cH:5][c:6]([C:10](=[O:11])[O:12][CH3:13])[cH:7][cH:8][c:9]21.[c:39]1([SiH3:40])[cH:41][cH:42][cH:43][cH:44][cH:45]1>>[N:1]1([CH2:19][c:18]2[cH:17][c:16]([O:15][CH3:14])[c:23]([O:24][CH3:25])[c:22]([O:26][CH3:27])[cH:21]2)[CH2:2][CH2:3][c:4]2[cH:5][c:6]([C:10](=[O:11])[O:12][CH3:13])[cH:7][cH:8][c:9]21. Reactants: CC(C)CN, CC1(C)OC(C)(C)c2c1sc(NC(=O)c1c(F)cccc1C(F)(F)F)c2C(=O)O. Product: CC(C)CNC(=O)c1c(NC(=O)c2c(F)cccc2C(F)(F)F)sc2c1C(C)(C)OC2(C)C. Reaction SMILES: [CH2:30]([CH:31]([CH3:32])[CH3:33])[NH2:34].[F:1][c:2]1[c:3]([C:4](=[O:5])[NH:6][c:7]2[c:8]([C:19](=[O:20])[OH:21])[c:9]3[c:10]([s:18]2)[C:11]([CH3:16])([CH3:17])[O:12][C:13]3([CH3:14])[CH3:15])[c:22]([C:26]([F:27])([F:28])[F:29])[cH:23][cH:24][cH:25]1>>[F:1][c:2]1[c:3]([C:4](=[O:5])[NH:6][c:7]2[c:8]([C:19](=[O:20])[NH:34][CH2:30][CH:31]([CH3:32])[CH3:33])[c:9]3[c:10]([s:18]2)[C:11]([CH3:16])([CH3:17])[O:12][C:13]3([CH3:14])[CH3:15])[c:22]([C:26]([F:27])([F:28])[F:29])[cH:23][cH:24][cH:25]1. The reactants are ClC1=CC2=C(C(=N1)C)C(NN2C(C2=CC=CC=C2)(C2=CC=CC=C2)C2=CC=CC=C2)=O (6-chloro-4-methyl-1-trityl-1H-pyrazolo[4,3-c]pyridin-3(2H)-one), ClC1=CC2=C(C(=N1)C)C(NN2C(C2=CC=CC=C2)(C2=CC=CC=C2)C2=CC=CC=C2)=O (6-chloro-4-methyl-1-trityl-1H-pyrazolo[4,3-c]pyridin-3(2H)-one), C([O-])([O-])=O.[K+].[K+] (potassium carbonate), FC(I1OCC2=C1C=CC=C2)(F)F (1-trifluoromethyl-1,2-benziodoxol). Solvent: CN(C)C=O (DMF). Reaction conditions: time 16.5 hour. Yields the product ClC1=CC2=C(C(=N1)C)C(=NN2C(C2=CC=CC=C2)(C2=CC=CC=C2)C2=CC=CC=C2)OC(F)(F)F (6-chloro-4-methyl-3-(trifluoromethoxy)-1-trityl-1H-pyrazolo[4,3-c]pyridine). RXN SMILES: [Cl:1][C:2]1[N:7]=[C:6]([CH3:8])[C:5]2[C:9](=[O:31])[NH:10][N:11]([C:12]([C:25]3[CH:30]=[CH:29][CH:28]=[CH:27][CH:26]=3)([C:19]3[CH:24]=[CH:23][CH:22]=[CH:21][CH:20]=3)[C:13]3[CH:18]=[CH:17][CH:16]=[CH:15][CH:14]=3)[C:4]=2[CH:3]=1.C(=O)([O-])[O-].[K+].[K+].[F:38][C:39]([F:50])([F:49])I1C2C=CC=CC=2CO1>CN(C=O)C>[Cl:1][C:2]1[N:7]=[C:6]([CH3:8])[C:5]2[C:9]([O:31][C:39]([F:50])([F:49])[F:38])=[N:10][N:11]([C:12]([C:13]3[CH:18]=[CH:17][CH:16]=[CH:15][CH:14]=3)([C:19]3[CH:20]=[CH:21][CH:22]=[CH:23][CH:24]=3)[C:25]3[CH:26]=[CH:27][CH:28]=[CH:29][CH:30]=3)[C:4]=2[CH:3]=1 |f:1.2.3|. Procedure details: A mixture of 6-chloro-4-methyl-1-trityl-1H-pyrazolo[4,3-c]pyridin-3(2H)-one (Intermediate 4B, 207.1 mg, 0.486 mmol), potassium carbonate (217.6 mg, 1.574 mmol) and 1-trifluoromethyl-1,2-benziodoxol-3-(1H-one (227.3 mg, 0.719 mmol) in DMF (2 ml) was stirred at RT for 16.5 hr, then heated to 60° C. for 5 hr. Added water and filtered to collect precipitate, which was purified via flash chromatography (0-100% EtOAc/Hex) to provide 6-chloro-4-methyl-3-(trifluoromethoxy)-1-trityl-1H-pyrazolo[4,3-c]pyr... The reactants are BrC=1C=NC2=C(C=C(C=C2C1)O)F (3-bromo-8-fluoro-quinolin-6-ol), C(C)OC(C(SC)Cl)=O (chloro-methylsulfanyl-acetic acid ethyl ester). Yields the product C(C)OC(C(SC)OC=1C=C2C=C(C=NC2=C(C1)F)Br)=O ((3-Bromo-8-fluoro-quinolin-6-yloxy)-methylsulfanyl-acetic acid ethyl ester). RXN SMILES: [Br:1][C:2]1[CH:3]=[N:4][C:5]2[C:10]([CH:11]=1)=[CH:9][C:8]([OH:12])=[CH:7][C:6]=2[F:13].[CH2:14]([O:16][C:17](=[O:22])[CH:18](Cl)[S:19][CH3:20])[CH3:15]>>[CH2:14]([O:16][C:17](=[O:22])[CH:18]([O:12][C:8]1[CH:9]=[C:10]2[C:5](=[C:6]([F:13])[CH:7]=1)[N:4]=[CH:3][C:2]([Br:1])=[CH:11]2)[S:19][CH3:20])[CH3:15]. Reported procedure: In a similar procedure to Stage 2, Step 1 of Example 5, 3-bromo-8-fluoro-quinolin-6-ol was reacted with chloro-methylsulfanyl-acetic acid ethyl ester to give (3-Bromo-8-fluoro-quinolin-6-yloxy)-methylsulfanyl-acetic acid ethyl ester. Starting materials: CO, Oc1ccc(CCl)cc1, N#C[Na]. Product: N#CCc1ccc(O)cc1. As a reaction SMILES: [CH3:13][OH:14].[Cl:4][CH2:5][c:6]1[cH:7][cH:8][c:9]([OH:12])[cH:10][cH:11]1.[Na:1][C:2]#[N:3]>>[C:2](#[N:3])[CH2:5][c:6]1[cH:7][cH:8][c:9]([OH:12])[cH:10][cH:11]1. Starting materials: CN(C1=CC=C(C(=O)C=2C=C3C=CC(=CC3=CC2)NC(OC(C)(C)C)=O)C=C1)C (tert-butyl 6-[4-(dimethylamino)benzoyl]-naphthalen-2-ylcarbamate). Solvent: C(=O)(C(F)(F)F)O (TFA), ClCCl (dichloromethane). Product: NC=1C=C2C=CC(=CC2=CC1)C(=O)C1=CC=C(C=C1)N(C)C (6-aminonaphthalen-2-yl-[4-(dimethylamino)phenyl]-methanone). The yield is 95.7%. RXN SMILES: [CH3:1][N:2]([CH3:29])[C:3]1[CH:28]=[CH:27][C:6]([C:7]([C:9]2[CH:10]=[C:11]3[C:16](=[CH:17][CH:18]=2)[CH:15]=[C:14]([NH:19]C(=O)OC(C)(C)C)[CH:13]=[CH:12]3)=[O:8])=[CH:5][CH:4]=1>C(O)(C(F)(F)F)=O.ClCCl>[NH2:19][C:14]1[CH:15]=[C:16]2[C:11](=[CH:12][CH:13]=1)[CH:10]=[C:9]([C:7]([C:6]1[CH:27]=[CH:28][C:3]([N:2]([CH3:29])[CH3:1])=[CH:4][CH:5]=1)=[O:8])[CH:18]=[CH:17]2. Reported procedure: The compound 9 (70 mg, 0.18 mmol) was stirred in 10% TFA in dichloromethane (10 mL) at room temperature for 1 hour and extracted with ethyl acetate with aqueous NaHCO3. The organic layer was dried over Na2SO4, and the filtrate was concentrated to give intermediate D (50 mg, 96%). 1H-NMR (CD3OD) 8.02 (s, 1H), 7.59-7.78 (m, 5H), 7.00-7.07 (m, 2H), 6.80 (m, 3H), 3.09 (s, 6H) ppm; ESI-MS m/z calcd for C19H18N2O: 290.3590. found 291.1821 [M+1].